This data is from the Open Reaction Database (ORD), a public repository of structured organic reaction records. The task is: describe an organic reaction: reactants, conditions, products, and yield Reported procedure: A mixture of 4-chloro-6-quinolinecarbaldehyde (3.24 g, 16.92 mmol), 4-pyridylboronic acid (3.12 g, 25.38 mmol), tetrakistriphenylphosphine palladium (0) (0.978 g, 0.846 mmol), and 2M aqueous K2CO3 (7.02 g, 50.76 mmol, 25.4 mls of 2M solution) in DMF (100 mL) was heated at 100° C. for 3.0 h and cooled to room temperature. The mixture was filtered through Celite and the Celite was washed with EtOAc. The filtrate was transferred to a separatory funnel, washed with water and saturated NaCl, dried (N... Yields the product N1=CC=C(C=C1)C1=CC=NC2=CC=C(C=C12)C=O (4-(4-pyridinyl)-6-quinolinecarbaldehyde). Solvent: CN(C)C=O (DMF). Run at temperature 100 celsius. Reactants: ClC1=CC=NC2=CC=C(C=C12)C=O (4-chloro-6-quinolinecarbaldehyde), N1=CC=C(C=C1)B(O)O (4-pyridylboronic acid), tetrakistriphenylphosphine palladium (0), C(=O)([O-])[O-].[K+].[K+] (K2CO3). Yield: 51.2%. Reaction SMILES: Cl[C:2]1[C:11]2[C:6](=[CH:7][CH:8]=[C:9]([CH:12]=[O:13])[CH:10]=2)[N:5]=[CH:4][CH:3]=1.[N:14]1[CH:19]=[CH:18][C:17](B(O)O)=[CH:16][CH:15]=1.C([O-])([O-])=O.[K+].[K+]>CN(C=O)C>[N:14]1[CH:19]=[CH:18][C:17]([C:2]2[C:11]3[C:6](=[CH:7][CH:8]=[C:9]([CH:12]=[O:13])[CH:10]=3)[N:5]=[CH:4][CH:3]=2)=[CH:16][CH:15]=1 |f:2.3.4|. Starting materials: CN(CCn1cc(-c2ccc(F)c(C(F)(F)F)c2)nc1C1CCNCC1)C(=O)OCc1ccccc1, O=C1Cc2c(Cl)ncnc2N1, Cl, Cl, CN(C)C=O. Product: CN(CCn1cc(-c2ccc(F)c(C(F)(F)F)c2)nc1C1CCN(c2ncnc3c2CC(=O)N3)CC1)C(=O)OCc1ccccc1. As a reaction SMILES: [CH2:3]([c:4]1[cH:5][cH:6][cH:7][cH:8][cH:9]1)[O:10][C:11]([N:12]([CH3:13])[CH2:14][CH2:15][n:16]1[c:17]([CH:32]2[CH2:33][CH2:34][NH:35][CH2:36][CH2:37]2)[n:18][c:19](-[c:21]2[cH:22][c:23]([C:28]([F:29])([F:30])[F:31])[c:24]([F:27])[cH:25][cH:26]2)[cH:20]1)=[O:38].[Cl:39][c:40]1[c:41]2[c:42]([n:43][cH:44][n:45]1)[NH:46][C:47](=[O:49])[CH2:48]2.[ClH:1].[ClH:2].[O:50]=[CH:51][N:52]([CH3:53])[CH3:54]>>[CH2:3]([c:4]1[cH:5][cH:6][cH:7][cH:8][cH:9]1)[O:10][C:11]([N:12]([CH3:13])[CH2:14][CH2:15][n:16]1[c:17]([CH:32]2[CH2:33][CH2:34][N:35]([c:40]3[c:41]4[c:42]([n:43][cH:44][n:45]3)[NH:46][C:47](=[O:49])[CH2:48]4)[CH2:36][CH2:37]2)[n:18][c:19](-[c:21]2[cH:22][c:23]([C:28]([F:29])([F:30])[F:31])[c:24]([F:27])[cH:25][cH:26]2)[cH:20]1)=[O:38]. Starting materials: [Br-].[Li+] (lithium bromide), F[C@@H]1[C@@H]2[C@H]3CCC(C=C3C=C[C@H]2[C@@H]2CCC([C@@]2(C)C1)=O)=O (11β-fluoro-estra-4,6-diene-3,17-dione), N1C(N=CC=C1)=O (pyrimidin-2-one), II (iodine), BrCBr (dibromomethane), solution, BrCCCCCCl (1-bromo-5-chloropentane), [Mg] (magnesium). Reagents/catalysts: [Cu]I (copper(I) iodide). Solvent: C1CCOC1 (THF), C1CCOC1 (THF), CN1C(N(CCC1)C)=O (1,3-dimethyl-3,4,5,6-tetrahydro-(1H)-pyrimidin-2-one), C[Si](Cl)(C)C (trimethylchlorosilane), C(C)(=O)O (acetic acid), C1CCOC1 (THF), C1CCOC1 (THF). Run at temperature 40 celsius, time 15 minute. Product: ClCCCCC[C@H]1[C@H]2[C@@H]3CCC([C@@]3(C)C[C@@H]([C@@H]2[C@H]2CCC(C=C2C1)=O)F)=O (7α-(5-chloropentyl)-11β-fluoro-estr-4-ene-3,17-dione). As a reaction SMILES: Br[CH2:2][CH2:3][CH2:4][CH2:5][CH2:6][Cl:7].[Mg].II.BrCBr.[Br-].[Li+].N1C=CC=NC1=O.[F:23][C@H:24]1[CH2:41][C@@:39]2([CH3:40])[C@@H:35]([CH2:36][CH2:37][C:38]2=[O:42])[C@H:34]2[C@H:25]1[C@@H:26]1[C:31]([CH:32]=[CH:33]2)=[CH:30][C:29](=[O:43])[CH2:28][CH2:27]1>C1COCC1.CN1CCCN(C)C1=O.C[Si](C)(C)Cl.[Cu]I.C(O)(=O)C>[Cl:7][CH2:6][CH2:5][CH2:4][CH2:3][CH2:2][C@@H:33]1[CH2:32][C:31]2[C@H:26]([CH2:27][CH2:28][C:29](=[O:43])[CH:30]=2)[C@@H:25]2[C@@H:34]1[C@H:35]1[C@@:39]([CH2:41][C@@H:24]2[F:23])([CH3:40])[C:38](=[O:42])[CH2:37][CH2:36]1 |f:4.5|. Reported procedure: First, 20% of a solution of 39 ml of 1-bromo-5-chloropentane in 300 ml of THF is added to a suspension of 7.2 g of magnesium chips in 100 ml of THF under nitrogen. After the reaction starts, which can be achieved by adding iodine and dibromomethane, the remaining solution is added in drops in such a way that the internal temperature does not exceed 35° C. In a second flask, 51.2 g of lithium bromide is added to a suspension of 28.1 g of copper(I) iodide in 130 ml of THF at 0° C., whereby the int...